Dataset: the Open Reaction Database (ORD), a public repository of structured organic reaction records. Task: describe an organic reaction: reactants, conditions, products, and yield The reactants are CCOC(=O)CNC(C(=O)N1CC(c2cc(F)ccc2F)=CC1c1ccccc1)C(C)(C)C, C1CCOC1, CCN. Yields the product CCNC(=O)CNC(C(=O)N1CC(c2cc(F)ccc2F)=CC1c1ccccc1)C(C)(C)C. RXN SMILES: [C:1]([CH3:2])([CH3:3])([CH3:4])[CH:5]([C:6](=[O:7])[N:8]1[CH:9]([c:21]2[cH:22][cH:23][cH:24][cH:25][cH:26]2)[CH:10]=[C:11]([c:13]2[c:14]([F:20])[cH:15][cH:16][c:17]([F:19])[cH:18]2)[CH2:12]1)[NH:27][CH2:28][C:29]([O:31][CH2:30][CH3:32])=[O:33].[CH2:37]1[O:38][CH2:39][CH2:40][CH2:41]1.[CH3:34][CH2:35][NH2:36]>>[C:1]([CH3:2])([CH3:3])([CH3:4])[CH:5]([C:6](=[O:7])[N:8]1[CH:9]([c:21]2[cH:22][cH:23][cH:24][cH:25][cH:26]2)[CH:10]=[C:11]([c:13]2[c:14]([F:20])[cH:15][cH:16][c:17]([F:19])[cH:18]2)[CH2:12]1)[NH:27][CH2:28][C:29](=[O:31])[NH:36][CH2:35][CH3:34]. Reactants: COC1=CC=C2C(C(=CNC2=C1)C#N)=O (1,4-dihydro-7-methoxy-4-oxo-quinoline-3-carbonitrile), [N+](=O)([O-])[O-].[NH4+] (ammonium nitrate). The solvent is FC(C(=O)OC(C(F)(F)F)=O)(F)F (trifluroacetic anhydride). Run at time 2 hour. The product is COC1=C(C=C2C(C(=CNC2=C1)C#N)=O)[N+](=O)[O-] (1,4-dihydro-7-methoxy-6-nitro-4-oxo-quinoline-3-carbonitrile). Yield: 44.4%. Reaction SMILES: [CH3:1][O:2][C:3]1[CH:12]=[C:11]2[C:6]([C:7](=[O:15])[C:8]([C:13]#[N:14])=[CH:9][NH:10]2)=[CH:5][CH:4]=1.[N+:16]([O-])([O-:18])=[O:17].[NH4+]>FC(F)(F)C(OC(=O)C(F)(F)F)=O>[CH3:1][O:2][C:3]1[CH:12]=[C:11]2[C:6]([C:7](=[O:15])[C:8]([C:13]#[N:14])=[CH:9][NH:10]2)=[CH:5][C:4]=1[N+:16]([O-:18])=[O:17] |f:1.2|. Reported procedure: To a suspension of 10 g (49.6 mmol) of 1,4-dihydro-7-methoxy-4-oxo-quinoline-3-carbonitrile in 160 ml of trifluroacetic anhydride was added 6 g (74.9 mmol) of ammonium nitrate over a period of 3 hours. The mixture was stirred an additional two hours. Excess anhydride was removed at reduced pressure at 45° C. The residue was stirred with 500 ml of water. The solid was collected and washed with water. The solid was dissolved in 1000 ml of boiling acetic acid and the solution was treated with decol... Yields the product S1C(=CC2=C1C=CC=C2)C=2C=CC1=C(C=C(CCS1(=O)=O)C(=O)NC1=CC=C(C=C1)CN(C1CCOCC1)C)C2 (7-(benzothiophen-2-yl)-N-[4-[[N-methyl-N-(tetrahydropyran-4-yl)amino]methyl]phenyl]-1,1-dioxo-2,3-dihydro-1-benzothiepine-4-carboxamide). As a reaction SMILES: C(O)C.B([O-])([O-])O[C:6]1[S:7][C:8]2[CH:14]=[CH:13][CH:12]=[CH:11][C:9]=2[CH:10]=1.Br[C:18]1[CH:19]=[CH:20][C:21]2[S:27](=[O:29])(=[O:28])[CH2:26][CH2:25][C:24]([C:30]([NH:32][C:33]3[CH:38]=[CH:37][C:36]([CH2:39][N:40]([CH3:47])[CH:41]4[CH2:46][CH2:45][O:44][CH2:43][CH2:42]4)=[CH:35][CH:34]=3)=[O:31])=[CH:23][C:22]=2[CH:48]=1.C(=O)([O-])[O-].[K+].[K+]>C1(C)C=CC=CC=1.C1C=CC([P]([Pd]([P](C2C=CC=CC=2)(C2C=CC=CC=2)C2C=CC=CC=2)([P](C2C=CC=CC=2)(C2C=CC=CC=2)C2C=CC=CC=2)[P](C2C=CC=CC=2)(C2C=CC=CC=2)C2C=CC=CC=2)(C2C=CC=CC=2)C2C=CC=CC=2)=CC=1.O>[S:7]1[C:8]2[CH:14]=[CH:13][CH:12]=[CH:11][C:9]=2[CH:10]=[C:6]1[C:18]1[CH:19]=[CH:20][C:21]2[S:27](=[O:29])(=[O:28])[CH2:26][CH2:25][C:24]([C:30]([NH:32][C:33]3[CH:38]=[CH:37][C:36]([CH2:39][N:40]([CH3:47])[CH:41]4[CH2:46][CH2:45][O:44][CH2:43][CH2:42]4)=[CH:35][CH:34]=3)=[O:31])=[CH:23][C:22]=2[CH:48]=1 |f:3.4.5,^1:65,67,86,105|. Run at time 30 minute. Reagents/catalysts: C=1C=CC(=CC1)[P](C=2C=CC=CC2)(C=3C=CC=CC3)[Pd]([P](C=4C=CC=CC4)(C=5C=CC=CC5)C=6C=CC=CC6)([P](C=7C=CC=CC7)(C=8C=CC=CC8)C=9C=CC=CC9)[P](C=1C=CC=CC1)(C=1C=CC=CC1)C=1C=CC=CC1 (tetrakistriphenylphosphinepalladium). Yield: 8.2%. The solvent is C1(=CC=CC=C1)C (toluene), O (water), O (water). Procedure details: In toluene (15 ml), ethanol (1.5 ml) and water (1.5 ml) were suspended benzothiophen-2-yl borate (134 mg), 7-bromo-N-[4-[[N-methyl-N-(tetrahydropyran-4-yl)amino]methyl]phenyl]-1,1-dioxo-2,3-dihydro-1-benzothiepine-4-carboxamide (300 mg) and potassium carbonate (208 mg), and the suspension was stirred under argon atmosphere for 30 minutes. To the mixture was added tetrakistriphenylphosphinepalladium (47 mg), and the mixture was stirred, under argon atmosphere, at 100° C. for 1 day and cooled. To ... The reactants are C(C)O (ethanol), C([O-])([O-])=O.[K+].[K+] (potassium carbonate), B(OC=1SC2=C(C1)C=CC=C2)([O-])[O-] (benzothiophen-2-yl borate), BrC=1C=CC2=C(C=C(CCS2(=O)=O)C(=O)NC2=CC=C(C=C2)CN(C2CCOCC2)C)C1 (7-bromo-N-[4-[[N-methyl-N-(tetrahydropyran-4-yl)amino]methyl]phenyl]-1,1-dioxo-2,3-dihydro-1-benzothiepine-4-carboxamide). Reactants: NC1=CC(=C(C=C1)O)[N+](=O)[O-] (4-amino-2-nitrophenol), C(C)(=O)C=1C(OC(=C(C1O)C(C)=O)O)=O (3,5-diacetyl-4,6-dihydroxy-2H-pyran-2-one). Solvent: CO (methanol). The product is C(C)(=O)C1=C(C(C(OC1=O)=O)=C(C)NC1=CC(=C(C=C1)O)[N+](=O)[O-])O (5-acetyl-4-hydroxy-3-[1-(3-nitro-4-hydroxyphenylamino)ethylidene]-2H-pyran-2,6(3H)-dione). Reaction SMILES: [NH2:1][C:2]1[CH:7]=[CH:6][C:5]([OH:8])=[C:4]([N+:9]([O-:11])=[O:10])[CH:3]=1.[C:12]([C:15]1[C:16](=[O:26])[O:17][C:18]([OH:25])=[C:19]([C:22](=O)[CH3:23])[C:20]=1[OH:21])(=[O:14])[CH3:13]>CO>[C:12]([C:15]1[C:16](=[O:26])[O:17][C:18](=[O:25])[C:19](=[C:22]([NH:1][C:2]2[CH:7]=[CH:6][C:5]([OH:8])=[C:4]([N+:9]([O-:11])=[O:10])[CH:3]=2)[CH3:23])[C:20]=1[OH:21])(=[O:14])[CH3:13]. Reported procedure: Following the procedure of Example 1, 3 g. (0.0195 mol) of 4-amino-2-nitrophenol is added to a refluxing solution of 4.1 g. (0.0195 mol) of 3,5-diacetyl-4,6-dihydroxy-2H-pyran-2-one in methanol and the mixture is refluxed for about two hours. Filtration of the reaction mixture yields 5-acetyl-4-hydroxy-3-[1-(3-nitro-4-hydroxyphenylamino)ethylidene]-2H-pyran-2,6(3H)-dione, m.p. 236°-237° C. (dec.). Reactants: ClC1=CC(=CC=2C(C3=CC=CC=C3C(C12)=O)=O)Cl (1,3-dichloroanthraquinone), ClC1=C(C=CC=C1)Cl (o-dichlorobenzene), ClC1=C(N)C=CC(=C1)[N+](=O)[O-] (2-chloro-4-nitroaniline), C([O-])([O-])=O.[Na+].[Na+] (sodium carbonate). The reagents and catalysts are [Cu]I (copper-(I) iodide). Run in C1(=CC=CC=C1)C (toluene), N1=CC=CC=C1 (pyridine), O (water). Reaction conditions: time 5 hour. Yields the product ClC1=C(NC2=CC(=CC=3C(C4=CC=CC=C4C(C23)=O)=O)Cl)C=CC(=C1)[N+](=O)[O-] (1-(2'-chloro-4'-nitroanilino)-3-chloroanthraquinone). RXN SMILES: Cl[C:2]1[C:15]2[C:14](=[O:16])[C:13]3[C:8](=[CH:9][CH:10]=[CH:11][CH:12]=3)[C:7](=[O:17])[C:6]=2[CH:5]=[C:4]([Cl:18])[CH:3]=1.[Cl:19][C:20]1[CH:26]=[C:25]([N+:27]([O-:29])=[O:28])[CH:24]=[CH:23][C:21]=1[NH2:22].C(=O)([O-])[O-].[Na+].[Na+].ClC1C=CC=CC=1Cl>[Cu]I.O.C1(C)C=CC=CC=1.N1C=CC=CC=1>[Cl:19][C:20]1[CH:26]=[C:25]([N+:27]([O-:29])=[O:28])[CH:24]=[CH:23][C:21]=1[NH:22][C:2]1[C:15]2[C:14](=[O:16])[C:13]3[C:8](=[CH:9][CH:10]=[CH:11][CH:12]=3)[C:7](=[O:17])[C:6]=2[CH:5]=[C:4]([Cl:18])[CH:3]=1 |f:2.3.4|. Reported procedure: 27.7 parts of 1,3-dichloroanthraquinone, 18.15 parts of 2-chloro-4-nitroaniline and 10 parts of sodium carbonate are suspended in 400 parts of o-dichlorobenzene whilst stirring. After adding a solution of 0.4 part of copper-(I) iodide in 5 parts of pyridine and 25 parts of toluene, the mixture is kept at 160°-165° for 5 hours, whilst eliminating the water of reaction. When the mixture has cooled, it is filtered and the precipitate is washed with o-dichlorobenzene, acetone and hot water and extra...